This data is from the Open Reaction Database (ORD), a public repository of structured organic reaction records. The task is: describe an organic reaction: reactants, conditions, products, and yield Starting materials: COC(=O)C=1OC(=C(C1)COC1=CC=C(C=C1)B1OC(C(O1)(C)C)(C)C)C (5-methyl-4-[4-(4,4,5,5-tetramethyl-[1, 3,2]dioxaborolan-2-yl)-phenoxymethyl]-furan-2-carboxylic acid methyl ester), BrC1=C(C=C(C=C1)OC)OC (1-bromo-2,4-dimethoxy-benzene). Product: COC(=O)C=1OC(=C(C1)COC1=CC=C(C=C1)C1=C(C=C(C=C1)OC)OC)C (4-(2′,4′-Dimethoxy-biphenyl-4-yloxymethyl)-5-methyl-furan-2-carboxylic acid methyl ester). As a reaction SMILES: [CH3:1][O:2][C:3]([C:5]1[O:6][C:7]([CH3:27])=[C:8]([CH2:10][O:11][C:12]2[CH:17]=[CH:16][C:15](B3OC(C)(C)C(C)(C)O3)=[CH:14][CH:13]=2)[CH:9]=1)=[O:4].Br[C:29]1[CH:34]=[CH:33][C:32]([O:35][CH3:36])=[CH:31][C:30]=1[O:37][CH3:38]>>[CH3:1][O:2][C:3]([C:5]1[O:6][C:7]([CH3:27])=[C:8]([CH2:10][O:11][C:12]2[CH:13]=[CH:14][C:15]([C:29]3[CH:34]=[CH:33][C:32]([O:35][CH3:36])=[CH:31][C:30]=3[O:37][CH3:38])=[CH:16][CH:17]=2)[CH:9]=1)=[O:4]. Reported procedure: Compound (139) was prepared from compound (119) and 1-bromo-2,4-dimethoxy-benzene by adapting the procedure of Example 31(a). LC/MS System A; Rt=4.09 mins. The reactants are CCOC(=O)c1csc(N(C(=O)c2ccccc2Cl)c2ccc(OC)c(OC)c2)n1, CC(=O)O, Cl, C1COCCO1. The product is COc1ccc(N(C(=O)c2ccccc2Cl)c2nc(C(=O)O)cs2)cc1OC. Reaction SMILES: [CH2:1]([CH3:2])[O:3][C:4](=[O:5])[c:6]1[n:7][c:8]([N:11]([c:12]2[cH:13][c:14]([O:20][CH3:21])[c:15]([O:18][CH3:19])[cH:16][cH:17]2)[C:22]([c:23]2[c:24]([Cl:29])[cH:25][cH:26][cH:27][cH:28]2)=[O:30])[s:9][cH:10]1.[CH3:31][C:32](=[O:33])[OH:34].[ClH:35].[O:36]1[CH2:37][CH2:38][O:39][CH2:40][CH2:41]1>>[O:3]=[C:4]([OH:5])[c:6]1[n:7][c:8]([N:11]([c:12]2[cH:13][c:14]([O:20][CH3:21])[c:15]([O:18][CH3:19])[cH:16][cH:17]2)[C:22]([c:23]2[c:24]([Cl:29])[cH:25][cH:26][cH:27][cH:28]2)=[O:30])[s:9][cH:10]1. Starting materials: Cc1ccc(-n2nccn2)c(C(=O)N2CCN(C(=O)OC(C)(C)C)C(C)C(C)C2)c1, CCOC(C)=O, Cl. Yields the product Cc1ccc(-n2nccn2)c(C(=O)N2CCNC(C)C(C)C2)c1, Cl. Reaction SMILES: [CH3:2][CH:3]1[CH2:4][N:5]([C:18]([c:19]2[c:20](-[n:26]3[n:27][cH:28][cH:29][n:30]3)[cH:21][cH:22][c:23]([CH3:25])[cH:24]2)=[O:31])[CH2:6][CH2:7][N:8]([C:11]([O:12][C:13]([CH3:14])([CH3:15])[CH3:16])=[O:17])[CH:9]1[CH3:10].[CH3:32][CH2:33][O:34][C:35](=[O:36])[CH3:37].[ClH:1]>>[CH3:2][CH:3]1[CH2:4][N:5]([C:18]([c:19]2[c:20](-[n:26]3[n:27][cH:28][cH:29][n:30]3)[cH:21][cH:22][c:23]([CH3:25])[cH:24]2)=[O:31])[CH2:6][CH2:7][NH:8][CH:9]1[CH3:10].[ClH:1]. The reactants are ClCCl, FC(Cc1cccc(Oc2ccccc2)c1)=C(F)C(CCSc1ccccc1)c1ccc(Cl)cc1, O=C(OO)c1cccc(Cl)c1. Product: O=S(CCC(C(F)=C(F)Cc1cccc(Oc2ccccc2)c1)c1ccc(Cl)cc1)c1ccccc1. Reaction SMILES: [CH2:47]([Cl:48])[Cl:49].[Cl:1][c:2]1[cH:3][cH:4][c:5]([CH:8]([C:9](=[C:10]([CH2:11][c:12]2[cH:13][c:14]([O:18][c:19]3[cH:20][cH:21][cH:22][cH:23][cH:24]3)[cH:15][cH:16][cH:17]2)[F:25])[F:26])[CH2:27][CH2:28][S:29][c:30]2[cH:31][cH:32][cH:33][cH:34][cH:35]2)[cH:6][cH:7]1.[Cl:36][c:37]1[cH:38][cH:39][cH:40][c:41]([C:42]([O:43][OH:45])=[O:44])[cH:46]1>>[Cl:1][c:2]1[cH:3][cH:4][c:5]([CH:8]([C:9](=[C:10]([CH2:11][c:12]2[cH:13][c:14]([O:18][c:19]3[cH:20][cH:21][cH:22][cH:23][cH:24]3)[cH:15][cH:16][cH:17]2)[F:25])[F:26])[CH2:27][CH2:28][S:29]([c:30]2[cH:31][cH:32][cH:33][cH:34][cH:35]2)=[O:44])[cH:6][cH:7]1. Reactants: CC(=O)OC(C)=O, CCOC(C)=O, ClCCl, CC(C)(C)C1C(O)=C(C2=NS(=O)(=O)c3c(N)cccc32)C(=O)N1Cc1ccc(F)cc1, c1ccncc1. Product: CC(=O)Nc1cccc2c1S(=O)(=O)N=C2C1=C(O)C(C(C)(C)C)N(Cc2ccc(F)cc2)C1=O. RXN SMILES: [CH3:38][C:39](=[O:40])[O:41][C:42]([CH3:43])=[O:44].[CH3:48][CH2:49][O:50][C:51]([CH3:52])=[O:53].[Cl:45][CH2:46][Cl:47].[NH2:1][c:2]1[cH:3][cH:4][cH:5][c:6]2[c:10]1[S:9](=[O:11])(=[O:12])[N:8]=[C:7]2[C:13]1=[C:17]([OH:18])[CH:16]([C:19]([CH3:20])([CH3:21])[CH3:22])[N:15]([CH2:23][c:24]2[cH:25][cH:26][c:27]([F:30])[cH:28][cH:29]2)[C:14]1=[O:31].[cH:32]1[cH:33][cH:34][n:35][cH:36][cH:37]1>>[NH:1]([c:2]1[cH:3][cH:4][cH:5][c:6]2[c:10]1[S:9](=[O:11])(=[O:12])[N:8]=[C:7]2[C:13]1=[C:17]([OH:18])[CH:16]([C:19]([CH3:20])([CH3:21])[CH3:22])[N:15]([CH2:23][c:24]2[cH:25][cH:26][c:27]([F:30])[cH:28][cH:29]2)[C:14]1=[O:31])[C:39]([CH3:38])=[O:40]. Starting materials: Cc1cn(CCc2ccccc2NC(=O)OC(C)(C)C)cn1, CO, C1COCCO1, O=S(=O)(O)O. The product is Cc1cn(CCc2ccccc2N)cn1. RXN SMILES: [CH3:1][c:2]1[n:3][cH:4][n:5]([CH2:7][CH2:8][c:9]2[c:10]([NH:15][C:16]([O:17][C:18]([CH3:19])([CH3:20])[CH3:21])=[O:22])[cH:11][cH:12][cH:13][cH:14]2)[cH:6]1.[CH3:28][OH:29].[O:30]1[CH2:31][CH2:32][O:33][CH2:34][CH2:35]1.[S:23](=[O:24])(=[O:25])([OH:26])[OH:27]>>[CH3:1][c:2]1[n:3][cH:4][n:5]([CH2:7][CH2:8][c:9]2[c:10]([NH2:15])[cH:11][cH:12][cH:13][cH:14]2)[cH:6]1. Starting materials: ClC1=NN(C2=CC=CC(=C12)N)CCN1CCCC1 (3-chloro-1-(2-pyrrolidin-1-yl-ethyl)-1H-indazol-4-ylamine), C(C1=CC=CC=C1)OC1=CC=C(C=C1)CC(=O)O ((4-benzyloxy-phenyl)-acetic acid), Cl.C(C)N=C=NC(CC)(C)C (ethyldimethylpropylcarbodiimide hydrochloride), ON1N=NC2=C1C=CC=C2 (N-hydroxybenzotriazole), CN1CCOCC1 (N-methyl morpholine). Solvent: CN(C)C=O (DMF). Conditions: time 6 hour. Product: C(C1=CC=CC=C1)OC1=CC=C(C=C1)CC(=O)NC1=C2C(=NN(C2=CC=C1)CCN1CCCC1)Cl (2-[4-(benzyloxy)phenyl]-N-[3-chloro-1-(2-pyrrolidin-1-ylethyl)-1H-indazol-4-yl]acetamide). As a reaction SMILES: [Cl:1][C:2]1[C:10]2[C:5](=[CH:6][CH:7]=[CH:8][C:9]=2[NH2:11])[N:4]([CH2:12][CH2:13][N:14]2[CH2:18][CH2:17][CH2:16][CH2:15]2)[N:3]=1.[CH2:19]([O:26][C:27]1[CH:32]=[CH:31][C:30]([CH2:33][C:34](O)=[O:35])=[CH:29][CH:28]=1)[C:20]1[CH:25]=[CH:24][CH:23]=[CH:22][CH:21]=1.Cl.C(N=C=NC(C)(C)CC)C.ON1C2C=CC=CC=2N=N1.CN1CCOCC1>CN(C=O)C>[CH2:19]([O:26][C:27]1[CH:28]=[CH:29][C:30]([CH2:33][C:34]([NH:11][C:9]2[CH:8]=[CH:7][CH:6]=[C:5]3[C:10]=2[C:2]([Cl:1])=[N:3][N:4]3[CH2:12][CH2:13][N:14]2[CH2:18][CH2:17][CH2:16][CH2:15]2)=[O:35])=[CH:31][CH:32]=1)[C:20]1[CH:21]=[CH:22][CH:23]=[CH:24][CH:25]=1 |f:2.3|. Procedure: A mixture of 3-chloro-1-(2-pyrrolidin-1-yl-ethyl)-1H-indazol-4-ylamine (300 mg, 1.14 mmol), (4-benzyloxy-phenyl)-acetic acid (302 mg, 1.25 mmol), ethyldimethylpropylcarbodiimide hydrochloride (261 mg g, 1.37 mmol), N-hydroxybenzotriazole (184 mg, 1.37 mmol), N-methyl morpholine (290 mg, 2.72 mmol) in 5 mL of DMF was stirred for 6 hours and concentrated under reduced pressure. The residue was purified by flash chromatography (silica gel, triethylamine/ethyl acetate, 1/10) to provide the title com... Reactants: C(C=C)(OC)=O, c1(c(cc(cc1F)Br)F)C=O. Reagents/catalysts: [Li+].[Cl-] (LiCl), c1ccc(cc1)-c2c3ccccc3cc4ccccc24 (9-Phenylanthracene), CCN(C(C)C)C(C)C (DIPEA), P(C1CCCCC1)(C1CCCCC1)C1CCCCC1 (P(Cy)3), C(O[Pd]OC(C)=O)(C)=O (Pd(OAc)2). Run in CC1=CC=CC=C1 (Toluene). Conditions: temperature 100 celsius, time 18 hour. Product: COC(=O)\C=C\c1cc(F)c(C=O)c(F)c1. RXN SMILES: [F:1][c:2]1[c:8]([CH:9]=[O:10])[c:6]([F:7])[cH:5][c:4](Br)[cH:3]1.[CH3:11][O:12][C:13]([CH:15]=[CH2:16])=[O:14]>>[CH3:11][O:12][C:13](\[CH:15]=[CH:16]\[c:4]1[cH:3][c:2]([F:1])[c:8]([CH:9]=[O:10])[c:6]([F:7])[cH:5]1)=[O:14]. Starting materials: [BH4-].[Na+] (sodium borohydride), ClC1=CC=C(C=C1)C=1C=CC(=NC1)C#CC=1C=CC(=C(C1)C(C)=O)OCCN1CCC(CC1)C (1-{5-[5-(4-chlorophenyl)pyridin-2-ylethynyl]-2-[2-(4-methylpiperidin-1-yl)ethoxy]phenyl}ethanone). The solvent is O (water), CCO (EtOH). Reaction conditions: temperature 50 celsius, time 30 minute. Product: ClC1=CC=C(C=C1)C=1C=CC(=NC1)C#CC=1C=CC(=C(C1)C(C)O)OCCN1CCC(CC1)C (1-{5-[5-(4-chlorophenyl)pyridin-2-ylethynyl]-2-[2-(4-methylpiperidin-1-yl)ethoxy]phenyl}ethanol). As a reaction SMILES: [BH4-].[Na+].[Cl:3][C:4]1[CH:9]=[CH:8][C:7]([C:10]2[CH:11]=[CH:12][C:13]([C:16]#[C:17][C:18]3[CH:19]=[CH:20][C:21]([O:27][CH2:28][CH2:29][N:30]4[CH2:35][CH2:34][CH:33]([CH3:36])[CH2:32][CH2:31]4)=[C:22]([C:24](=[O:26])[CH3:25])[CH:23]=3)=[N:14][CH:15]=2)=[CH:6][CH:5]=1>O.CCO>[Cl:3][C:4]1[CH:9]=[CH:8][C:7]([C:10]2[CH:11]=[CH:12][C:13]([C:16]#[C:17][C:18]3[CH:19]=[CH:20][C:21]([O:27][CH2:28][CH2:29][N:30]4[CH2:31][CH2:32][CH:33]([CH3:36])[CH2:34][CH2:35]4)=[C:22]([CH:24]([OH:26])[CH3:25])[CH:23]=3)=[N:14][CH:15]=2)=[CH:6][CH:5]=1 |f:0.1|. Reported procedure: A solution of 30 mg (0.74 mmol) of sodium borohydride in 3 mL of water was added to a solution of 0.32 g (0.68 mmol) of 1-{5-[5-(4-chlorophenyl)pyridin-2-ylethynyl]-2-[2-(4-methylpiperidin-1-yl)ethoxy]phenyl}ethanone (Example 13.1) in 8 mL of EtOH and the mixture was stirred for 30 minutes at 50° C. The reaction mixture was evaporated down in vacuo, and the residue was stirred for 5 minutes with 4 mL of 1N aqueous HCl, diluted with EtOAc, and neutralized with saturated aqueous sodium bicarbonate... Starting materials: CS(C)=O, CC(C)c1ccc(C(N)=S)cc1, CC(C)c1ccc(-c2nc(CCl)cs2)cc1, O=C(CCl)CCl, N#C[Na], O. Product: CC(C)c1ccc(-c2nc(CC#N)cs2)cc1. As a reaction SMILES: [CH3:38][S:39](=[O:40])[CH3:41].[CH:17]([c:18]1[cH:19][cH:20][c:21]([C:24](=[S:22])[NH2:26])[cH:23][cH:25]1)([CH3:27])[CH3:28].[Cl:1][CH2:2][c:3]1[n:4][c:5](-[c:8]2[cH:9][cH:10][c:11]([CH:14]([CH3:15])[CH3:16])[cH:12][cH:13]2)[s:6][cH:7]1.[Cl:29][CH2:30][C:31]([CH2:32][Cl:33])=[O:34].[Na:35][C:36]#[N:37].[OH2:42]>>[CH2:2]([c:3]1[n:4][c:5](-[c:8]2[cH:9][cH:10][c:11]([CH:14]([CH3:15])[CH3:16])[cH:12][cH:13]2)[s:6][cH:7]1)[C:24]#[N:26].